Dataset: the Open Reaction Database (ORD), a public repository of structured organic reaction records. Task: describe an organic reaction: reactants, conditions, products, and yield Reactants: CC(=O)NCC1CN(c2ccc(-c3ccc(N4CCN(C(=O)OC(C)(C)C)CC4)nc3)c(F)c2)C(=O)O1, ClCCl, O=C(O)C(F)(F)F. Yields the product CC(=O)NCC1CN(c2ccc(-c3ccc(N4CCNCC4)nc3)c(F)c2)C(=O)O1. RXN SMILES: [C:1]([CH3:2])(=[O:3])[NH:4][CH2:5][CH:6]1[CH2:7][N:8]([c:12]2[cH:13][c:14]([F:37])[c:15](-[c:18]3[cH:19][cH:20][c:21]([N:24]4[CH2:25][CH2:26][N:27]([C:30]([O:31][C:32]([CH3:33])([CH3:34])[CH3:35])=[O:36])[CH2:28][CH2:29]4)[n:22][cH:23]3)[cH:16][cH:17]2)[C:9](=[O:11])[O:10]1.[Cl:38][CH2:39][Cl:40].[OH:41][C:42]([C:43]([F:44])([F:45])[F:46])=[O:47]>>[C:1]([CH3:2])(=[O:3])[NH:4][CH2:5][CH:6]1[CH2:7][N:8]([c:12]2[cH:13][c:14]([F:37])[c:15](-[c:18]3[cH:19][cH:20][c:21]([N:24]4[CH2:25][CH2:26][NH:27][CH2:28][CH2:29]4)[n:22][cH:23]3)[cH:16][cH:17]2)[C:9](=[O:11])[O:10]1. The reactants are C(#N)N=C(N[C@@H]1C2=C(OC([C@@]1(C)O)(C)C)C=CC(=C2)C2=NN=NN2CCCC(=O)OCC)SC ((3S,4R)-4-(3-Cyano-2-methylisothioureido)-3,4-dihydro-6-(1-[3-ethoxycarbonylprop-1-yl]-1H-tetrazol-5-yl)-3-hydroxy-2,2,3-trimethyl-2H-benzo[b]pyran), [H-].[Na+] (Sodium hydride), C(C)O (ethanol), Cl (hydrochloric acid). Run at time 16 hour. Yields the product C(#N)N=C(N[C@@H]1C2=C(OC([C@@]1(C)O)(C)C)C=CC(=C2)C2=NN=NN2CCCC(=O)OCC)OCC ((3S,4R)-4-(3-Cyano-2-ethylisoureido)-3,4-dihydro-6-(1-[3-ethoxycarbonylprop-1-yl]-1H-tetrazol-5-yl)-3-hydroxy-2,2,3-trimethyl-2H-benzo[b]pyran). Reaction SMILES: [H-].[Na+].[C:3]([N:5]=[C:6](SC)[NH:7][C@H:8]1[C@@:13]([OH:15])([CH3:14])[C:12]([CH3:17])([CH3:16])[O:11][C:10]2[CH:18]=[CH:19][C:20]([C:22]3[N:26]([CH2:27][CH2:28][CH2:29][C:30]([O:32][CH2:33][CH3:34])=[O:31])[N:25]=[N:24][N:23]=3)=[CH:21][C:9]1=2)#[N:4].Cl.[CH2:38]([OH:40])[CH3:39]>>[C:3]([N:5]=[C:6]([O:40][CH2:38][CH3:39])[NH:7][C@H:8]1[C@@:13]([OH:15])([CH3:14])[C:12]([CH3:17])([CH3:16])[O:11][C:10]2[CH:18]=[CH:19][C:20]([C:22]3[N:26]([CH2:27][CH2:28][CH2:29][C:30]([O:32][CH2:33][CH3:34])=[O:31])[N:25]=[N:24][N:23]=3)=[CH:21][C:9]1=2)#[N:4] |f:0.1|. Procedure: Sodium hydride (0.03 g of an 80% dispersion in mineral oil) was added to ethanol (4 ml). After 5 minutes (3S,4R)-4-(3-cyano-2-methylisothioureido)-3,4-dihydro-6-(1-[3-ethoxycarbonylprop-1-yl]-1H-tetrazol-5-yl)-3-hydroxy-2,2,3-trimethyl-2H-benzo[b]pyran (see Example 75) (0.2 g) was added and the mixture was allowed to stand at room temperature for 16 hours. The solution was acidified to pH 3 with 2N hydrochloric acid and then was concentrated in vacuo. The residue was purified by chromatography o...